From a dataset of the Open Reaction Database (ORD), a public repository of structured organic reaction records. describe an organic reaction: reactants, conditions, products, and yield Starting materials: C(C)(C)(C)OC(NC1=C(C=C(C(=C1)C)C(F)(F)F)N)=O ((2-amino-5-methyl-4-trifluoromethyl-phenyl)-carbamic acid tert-butyl ester), C(C)(C)(C)OC(CC(C1=CC(=CC=C1)N1N=NC=C1COC1OCCCC1)=O)=O ((RS)-3-oxo-3-{3-[5-(tetrahydro-pyran-2-yloxymethyl)-[1,2,3]triazol-1-yl]-phenyl}-propionic acid tert-butyl ester). The product is C(C)(C)(C)OC(NC1=C(C=C(C(=C1)C)C(F)(F)F)NC(CC(C1=CC(=CC=C1)N1N=NC=C1COC1OCCCC1)=O)=O)=O ((RS)-[5-Methyl-2-(3-oxo-3-{3-[5-(tetrahydro-pyran-2-yloxymethyl)-[1,2,3]triazol-1-yl]-phenyl}-propionylamino)-4-trifluoromethyl-phenyl]-carbamic Acid tert-Butyl Ester), foam. Yield: 43.0%. As a reaction SMILES: [C:1]([O:5][C:6](=[O:20])[NH:7][C:8]1[CH:13]=[C:12]([CH3:14])[C:11]([C:15]([F:18])([F:17])[F:16])=[CH:10][C:9]=1[NH2:19])([CH3:4])([CH3:3])[CH3:2].C([O:25][C:26](=O)[CH2:27][C:28](=[O:48])[C:29]1[CH:34]=[CH:33][CH:32]=[C:31]([N:35]2[C:39]([CH2:40][O:41][CH:42]3[CH2:47][CH2:46][CH2:45][CH2:44][O:43]3)=[CH:38][N:37]=[N:36]2)[CH:30]=1)(C)(C)C>>[C:1]([O:5][C:6](=[O:20])[NH:7][C:8]1[CH:13]=[C:12]([CH3:14])[C:11]([C:15]([F:18])([F:17])[F:16])=[CH:10][C:9]=1[NH:19][C:26](=[O:25])[CH2:27][C:28](=[O:48])[C:29]1[CH:34]=[CH:33][CH:32]=[C:31]([N:35]2[C:39]([CH2:40][O:41][CH:42]3[CH2:47][CH2:46][CH2:45][CH2:44][O:43]3)=[CH:38][N:37]=[N:36]2)[CH:30]=1)([CH3:4])([CH3:2])[CH3:3]. Reported procedure: The title compound was prepared from (2-amino-5-methyl-4-trifluoromethyl-phenyl)-carbamic acid tert-butyl ester (Example J15) (1.0 g, 3.44 mmol) and (RS)-3-oxo-3-{3-[5-(tetrahydro-pyran-2-yloxymethyl)-[1,2,3]triazol-1-yl]-phenyl}-propionic acid tert-butyl ester (Example K5) (1.38 g, 3.44 mmol) according to the general procedure M. Obtained as an off-white foam (910 mg, 43%). The reactants are C1CCOC1 (THF), [BH-](OC(=O)C)(OC(=O)C)OC(=O)C.[Na+] (NaBH(OAc)3), N1CCC(CC1)C1=NC2=C(C=NC=C2)N1 (2-piperidine-4-yl-3H-imidazo[4,5-c]pyridine), C1(=CC=CC=C1)C=1C(=NC=2N(C1)N=CC2)C2=CC=C(C=O)C=C2 (4-(6-phenylpyrazolo[1,5-a]pyrimidin-5-yl)benzaldehyde), [BH-](OC(=O)C)(OC(=O)C)OC(=O)C.[Na+] (NaBH(OAc)3), [BH-](OC(=O)C)(OC(=O)C)OC(=O)C.[Na+] (NaBH(OAc)3), N1CCC(CC1)C1=NC2=C(C=NC=C2)N1 (2-piperidine-4-yl-3H-imidazo[4,5-c]pyridine). Solvent: C(C)(=O)O (acetic acid). Reaction conditions: time 8 hour. Yields the product C1(=CC=CC=C1)C=1C(=NC=2N(C1)N=CC2)C2=CC=C(CN1CCC(CC1)C1=NC3=C(C=NC=C3)N1)C=C2 (2-{1-[4-(6-phenyl-pyrazolo[1,5-a]pyrimidin-5-yl)-benzyl]-piperidin-4-yl}-3H-imidazo[4,5-c]pyridine). RXN SMILES: [NH:1]1[CH2:6][CH2:5][CH:4]([C:7]2[NH:15][C:10]3[CH:11]=[N:12][CH:13]=[CH:14][C:9]=3[N:8]=2)[CH2:3][CH2:2]1.[C:16]1([C:22]2[C:23]([C:31]3[CH:38]=[CH:37][C:34]([CH:35]=O)=[CH:33][CH:32]=3)=[N:24][C:25]3[N:26]([N:28]=[CH:29][CH:30]=3)[CH:27]=2)[CH:21]=[CH:20][CH:19]=[CH:18][CH:17]=1.[BH-](OC(C)=O)(OC(C)=O)OC(C)=O.[Na+].C1COCC1>C(O)(=O)C>[C:16]1([C:22]2[C:23]([C:31]3[CH:32]=[CH:33][C:34]([CH2:35][N:1]4[CH2:2][CH2:3][CH:4]([C:7]5[NH:15][C:10]6[CH:11]=[N:12][CH:13]=[CH:14][C:9]=6[N:8]=5)[CH2:5][CH2:6]4)=[CH:37][CH:38]=3)=[N:24][C:25]3[N:26]([N:28]=[CH:29][CH:30]=3)[CH:27]=2)[CH:21]=[CH:20][CH:19]=[CH:18][CH:17]=1 |f:2.3|. Procedure: 252 mg (1.06 mmol) 2-piperidine-4-yl-3H-imidazo[4,5-c]pyridine and 250 mg (0.84 mmol) 4-(6-phenylpyrazolo[1,5-a]pyrimidin-5-yl)benzaldehyde were reacted as described in example 12.0. Additional NaBH(OAc)3 has been added after one, three and five hours (two equivalents each) and the reaction mixture has been stirred overnight at room temperature. Since the reaction has not been complete, 20 mL THF and 10 mL acetic acid were added. Another two equivalents of NaBH(OAc)3 were added. Because after on... The product is COCc1nc2cccc(C(=O)O)c2n1Cc1ccc(-c2ccccc2-c2nnn[nH]2)cc1. Starting materials: COCc1nc2cccc(C(=O)OC)c2n1Cc1ccc(-c2ccccc2-c2nnn[nH]2)cc1, CO, O. RXN SMILES: [CH3:1][O:2][CH2:3][c:4]1[n:5][c:6]2[c:7]([n:8]1[CH2:9][c:10]1[cH:11][cH:12][c:13](-[c:16]3[c:17](-[c:22]4[n:23][n:24][n:25][nH:26]4)[cH:18][cH:19][cH:20][cH:21]3)[cH:14][cH:15]1)[c:27]([C:31](=[O:32])[O:33][CH3:34])[cH:28][cH:29][cH:30]2.[CH3:35][OH:36].[OH2:37]>>[CH3:1][O:2][CH2:3][c:4]1[n:5][c:6]2[c:7]([n:8]1[CH2:9][c:10]1[cH:11][cH:12][c:13](-[c:16]3[c:17](-[c:22]4[n:23][n:24][n:25][nH:26]4)[cH:18][cH:19][cH:20][cH:21]3)[cH:14][cH:15]1)[c:27]([C:31](=[O:32])[OH:33])[cH:28][cH:29][cH:30]2. Reactants: O (water), C1=CC(=CN=C1)C#N (nicotinic acid nitrile), O.Cl.NC(CS)C(=O)O (D,L-cysteine hydrochloride monohydrate), C([O-])([O-])=O.[K+].[K+] (potassium carbonate). The solvent is CO (methanol). Yields the product C(C1=CN=CC=C1)(=O)NC(CS)C(=O)O (N-nicotinoyl-D,L-cysteine). As a reaction SMILES: [CH:1]1[CH:6]=[N:5][CH:4]=[C:3]([C:7]#[N:8])[CH:2]=1.O.Cl.N[CH:12]([C:15]([OH:17])=[O:16])[CH2:13][SH:14].C(=O)([O-])[O-:19].[K+].[K+].O>CO>[C:7]([NH:8][CH:12]([C:15]([OH:17])=[O:16])[CH2:13][SH:14])(=[O:19])[C:3]1[CH:2]=[CH:1][CH:6]=[N:5][CH:4]=1 |f:1.2.3,4.5.6|. Procedure: 41.6 g (0.4 mole) nicotinic acid nitrile, 70.5 g (0.4 mole) D,L-cysteine hydrochloride monohydrate and 55.2 g (0.4 mole) potassium carbonate were heated in 500 ml methanol and 500 ml water for 6 hours at the boiling point. Then, the solvent was removed under reduced pressure, the residue taken up in 300 ml water, adjusted with concentrated hydrochloric acid to pH 5 and heated 45 minutes at the boiling point. After the mixture cooled off, 78.7 g (87% of theory) colorless product with a melting po... Reaction SMILES: [CH3:1][NH:2][CH3:3].[NH2:4][C:5]1[C:17]2[C:8](=[N:9][C:10]3[C:15]([CH:16]=2)=[CH:14][C:13]([O:18][CH3:19])=[CH:12][CH:11]=3)[N:7]([CH2:20][C:21]([O:23]CC)=O)[N:6]=1>CO>[NH2:4][C:5]1[C:17]2[C:8](=[N:9][C:10]3[C:15]([CH:16]=2)=[CH:14][C:13]([O:18][CH3:19])=[CH:12][CH:11]=3)[N:7]([CH2:20][C:21]([N:2]([CH3:3])[CH3:1])=[O:23])[N:6]=1. Procedure: To a saturated solution of dimethylamine in 250 ml methanol at 0° C. was added 4.5 g ethyl 3-amino-6-methoxy-1H-pyrazolo[3,4-b]quinolin-1-acetate (Example 20), and the mixture was stirred at 0° C. for one hour, at room temperature for 48 hours and at reflux for two hours. The reaction mixture was cooled to room temperature and the solid product was collected by filtration and chromatographed on silica gel using 95% chloroform/2.5% isopropyl alcohol/2.5% isopropylamine amine as eluant. The approp... Reaction conditions: temperature 0 celsius, time 48 hour. Solvent: CO (methanol). The product is NC1=NN(C2=NC3=CC=C(C=C3C=C21)OC)CC(=O)N(C)C (3-amino-6-methoxy-N,N-dimethyl-1H-pyrazolo[3,4-b]quinolin-1-acetamide). The reactants are CNC (dimethylamine), NC1=NN(C2=NC3=CC=C(C=C3C=C21)OC)CC(=O)OCC (ethyl 3-amino-6-methoxy-1H-pyrazolo[3,4-b]quinolin-1-acetate). Reactants: O=Cc1cc(Br)cn1-c1c(Cl)cccc1Cl, CC(C)=O, [K+], O=[Mn](=O)(=O)[O-], [Na+], [OH-], O. Product: O=C(O)c1cc(Br)cn1-c1c(Cl)cccc1Cl. Reaction SMILES: [Br:7][c:8]1[cH:9][c:10]([CH:21]=[O:22])[n:11](-[c:13]2[c:14]([Cl:20])[cH:15][cH:16][cH:17][c:18]2[Cl:19])[cH:12]1.[CH3:23][C:24]([CH3:25])=[O:26].[K+:6].[Mn:1]([O-:2])(=[O:3])(=[O:4])=[O:5].[Na+:28].[OH-:27].[OH2:29]>>[Br:7][c:8]1[cH:9][c:10]([C:21](=[O:22])[OH:26])[n:11](-[c:13]2[c:14]([Cl:20])[cH:15][cH:16][cH:17][c:18]2[Cl:19])[cH:12]1. Reaction SMILES: [P:1]([O-:40])([O:32][CH2:33][CH2:34][CH2:35][CH2:36][CH2:37][CH2:38]Br)([O:3][CH2:4][C@H:5]1[C@H:10]([O:11][C:12](=[O:31])[NH:13][CH2:14][CH2:15][CH2:16][CH2:17][CH2:18][CH2:19][CH2:20][CH2:21][CH2:22][CH2:23][CH2:24][CH2:25][CH2:26][CH2:27][CH2:28][CH2:29][CH3:30])[CH2:9][CH2:8][CH2:7][O:6]1)=[O:2].[OH:41][CH2:42][CH2:43][C:44]1[S:48][CH:47]=[N:46][C:45]=1[CH3:49]>C1(C)C=CC=CC=1>[P:1]([O-:40])([O:32][CH2:33][CH2:34][CH2:35][CH2:36][CH2:37][CH2:38][C:47]1[S:48][C:44]([CH2:43][CH2:42][OH:41])=[C:45]([CH3:49])[NH+:46]=1)([O:3][CH2:4][C@H:5]1[C@H:10]([O:11][C:12](=[O:31])[NH:13][CH2:14][CH2:15][CH2:16][CH2:17][CH2:18][CH2:19][CH2:20][CH2:21][CH2:22][CH2:23][CH2:24][CH2:25][CH2:26][CH2:27][CH2:28][CH2:29][CH3:30])[CH2:9][CH2:8][CH2:7][O:6]1)=[O:2]. The solvent is C1(=CC=CC=C1)C (toluene). The reactants are P(=O)(OC[C@@H]1OCCC[C@H]1OC(NCCCCCCCCCCCCCCCCC)=O)(OCCCCCCBr)[O-] ([trans-3-(N-heptadecylcarbamoyloxy)tetrahydropyran-2-yl]methyl 6-bromohexyl phosphate), OCCC1=C(N=CS1)C (5-(2-hydroxyethyl)-4-methylthiazole). Procedure details: 0.88 g of dl-[trans-3-(N-heptadecylcarbamoyloxy)tetrahydropyran-2-yl]methyl 6-bromohexyl phosphate (prepared as described in the first step of Example 8f) was dissolved in 2.0 ml of toluene. The resulting solution was mixed with 2.88 ml of 5-(2-hydroxyethyl)-4-methylthiazole. The mixture was then heated on an oil bath at 80° C. for 90 hours, whilst stirring. It was then worked up as described in Example 1f, to give 0.460 g of the title compound as a powder. Yields the product P(=O)(OC[C@@H]1OCCC[C@H]1OC(NCCCCCCCCCCCCCCCCC)=O)(OCCCCCCC=1SC(=C([NH+]1)C)CCO)[O-] ([trans-3-(N-Heptadecylcarbamoyloxy)tetrahydropyran-2-yl]methyl 6-[5-(2-hydroxyethyl)-4-methylthiazolio]hexyl phosphate). Run at temperature 80 celsius. Reactants: C(C)(C)(C)OC(=O)CN1C=CC2=CC(=CC=C12)C(=O)OCC1=CC=CC=C1 (benzyl 1-t-butoxycarbonylmethyl-1H-indole-5-carboxylate), [H][H] (hydrogen). Reagents/catalysts: [Pd] (palladium on carbon). The solvent is C(C)O (ethanol). Yields the product C(C)(C)(C)OC(=O)CN1C=CC2=CC(=CC=C12)C(=O)O (1-t-Butoxycarbonylmethyl-1H-indole-5-carboxylic acid). The yield is 111.2%. RXN SMILES: [C:1]([O:5][C:6]([CH2:8][N:9]1[C:17]2[C:12](=[CH:13][C:14]([C:18]([O:20]CC3C=CC=CC=3)=[O:19])=[CH:15][CH:16]=2)[CH:11]=[CH:10]1)=[O:7])([CH3:4])([CH3:3])[CH3:2].[H][H]>C(O)C.[Pd]>[C:1]([O:5][C:6]([CH2:8][N:9]1[C:17]2[C:12](=[CH:13][C:14]([C:18]([OH:20])=[O:19])=[CH:15][CH:16]=2)[CH:11]=[CH:10]1)=[O:7])([CH3:4])([CH3:2])[CH3:3]. Procedure details: The benzyl 1-t-butoxycarbonylmethyl-1H-indole-5-carboxylate (800 mg) obtained above was dissolved in ethanol, then 5% palladium on carbon (160 mg) was added thereto, and the mixture was stirred overnight at room temperature in a hydrogen atmosphere. Insoluble matter was removed by filtration, and the filtrate was concentrated under reduced pressure to give the title compound (670 mg, Y.:quant.).